describe an organic reaction: reactants, conditions, products, and yield From a dataset of the Open Reaction Database (ORD), a public repository of structured organic reaction records. Starting materials: CCO, C#CCc1c(C)nc2c(NCc3c(C)cccc3NC(=O)OC)cc([N+](=O)[O-])cn12, [Cl-], [Fe], [NH4+], O. Yields the product C#CCc1c(C)nc2c(NCc3c(C)cccc3NC(=O)OC)cc(NC(C)=O)cn12. As a reaction SMILES: [CH3:33][CH2:34][OH:35].[CH3:3][c:4]1[c:5]([CH2:6][NH:7][c:8]2[c:9]3[n:10]([cH:11][c:12]([N+:14]([O-:15])=[O:16])[cH:13]2)[c:17]([CH2:21][C:22]#[CH:23])[c:18]([CH3:20])[n:19]3)[c:24]([NH:28][C:29](=[O:30])[O:31][CH3:32])[cH:25][cH:26][cH:27]1.[Cl-:1].[Fe:37].[NH4+:2].[OH2:36]>>[CH3:3][c:4]1[c:5]([CH2:6][NH:7][c:8]2[c:9]3[n:10]([cH:11][c:12]([NH:14][C:34]([CH3:33])=[O:35])[cH:13]2)[c:17]([CH2:21][C:22]#[CH:23])[c:18]([CH3:20])[n:19]3)[c:24]([NH:28][C:29](=[O:30])[O:31][CH3:32])[cH:25][cH:26][cH:27]1. The reactants are CC(C)(C)OC(=O)N1CCC(c2ccccc2S(=O)(=O)[O-])CC1, CCOC(=O)CC(=O)OCC, CCO. The product is CCOC(=O)C(C(=O)OCC)C1CCN(C(=O)OC(C)(C)C)CC1. As a reaction SMILES: [C:1]([CH3:2])([CH3:3])([CH3:4])[O:5][C:6](=[O:7])[N:8]1[CH2:9][CH2:10][CH:11]([c:14]2[cH:15][cH:16][cH:17][cH:18][c:19]2[S:20]([O-:21])(=[O:22])=[O:23])[CH2:12][CH2:13]1.[C:24]([CH2:25][C:26](=[O:27])[O:28][CH2:29][CH3:30])(=[O:31])[O:32][CH2:33][CH3:34].[CH3:35][CH2:36][OH:37]>>[C:1]([CH3:2])([CH3:3])([CH3:4])[O:5][C:6](=[O:7])[N:8]1[CH2:9][CH2:10][CH:11]([CH:25]([C:24](=[O:31])[O:32][CH2:33][CH3:34])[C:26](=[O:27])[O:28][CH2:29][CH3:30])[CH2:12][CH2:13]1.